Dataset: the Open Reaction Database (ORD), a public repository of structured organic reaction records. Task: describe an organic reaction: reactants, conditions, products, and yield The reactants are OB(O)C=Cc1ccccc1, N#Cc1c(Cl)nc(N)nc1-c1ccccc1, [Na+], [Na+], O=C([O-])[O-], C1COCCO1, O. The product is N#Cc1c(C=Cc2ccccc2)nc(N)nc1-c1ccccc1. Reaction SMILES: [CH:17](=[CH:18][c:19]1[cH:20][cH:21][cH:22][cH:23][cH:24]1)[B:25]([OH:26])[OH:27].[NH2:1][c:2]1[n:3][c:4](-[c:11]2[cH:12][cH:13][cH:14][cH:15][cH:16]2)[c:5]([C:9]#[N:10])[c:6]([Cl:8])[n:7]1.[Na+:28].[Na+:29].[O-:30][C:31](=[O:32])[O-:33].[O:35]1[CH2:36][CH2:37][O:38][CH2:39][CH2:40]1.[OH2:34]>>[NH2:1][c:2]1[n:3][c:4](-[c:11]2[cH:12][cH:13][cH:14][cH:15][cH:16]2)[c:5]([C:9]#[N:10])[c:6]([CH:17]=[CH:18][c:19]2[cH:20][cH:21][cH:22][cH:23][cH:24]2)[n:7]1. Reactants: CC(C)(C)OC(=O)NC(Cc1ccc(N)cc1)C(=O)O, CN(C)C=O, CNC, ClCCl, Cl. Yields the product CN(C)C(=O)C(Cc1ccc(N)cc1)NC(=O)OC(C)(C)C. As a reaction SMILES: [C:5](=[O:6])([O:7][C:8]([CH3:9])([CH3:10])[CH3:11])[NH:12][CH:13]([CH2:14][c:15]1[cH:16][cH:17][c:18]([NH2:21])[cH:19][cH:20]1)[C:22](=[O:23])[OH:24].[CH3:25][N:26]([CH3:27])[CH:28]=[O:29].[CH3:2][NH:3][CH3:4].[Cl:30][CH2:31][Cl:32].[ClH:1]>>[CH3:2][N:3]([CH3:4])[C:22]([CH:13]([NH:12][C:5](=[O:6])[O:7][C:8]([CH3:9])([CH3:10])[CH3:11])[CH2:14][c:15]1[cH:16][cH:17][c:18]([NH2:21])[cH:19][cH:20]1)=[O:24].